This data is from the Open Reaction Database (ORD), a public repository of structured organic reaction records. The task is: describe an organic reaction: reactants, conditions, products, and yield Starting materials: C(C)(C)(C)OC(N[C@@H](CC(=O)N1CC=2N(CC1)C(=NC2C(NCCS(=O)(=O)C)=O)C(F)(F)F)CC2=C(C=C(C(=C2)F)F)F)=O ((R)-[3-[1-(2-methanesulfonyl-ethylcarbamoyl)-3-trifluoromethyl-5,6-dihydro-8H-imidazo[1,5-a]pyrazin-7-yl]-3-oxo-1-(2,4,5-trifluoro-benzyl)-propyl]-carbamic acid tert-butyl ester), Cl (hydrochloric acid). Run in C(C)(=O)OCC (ethyl acetate), C(C)(=O)OCC (ethyl acetate). Yields the product Cl.CS(=O)(=O)CCNC(=O)C=1N=C(N2C1CN(CC2)C(C[C@@H](CC2=C(C=C(C(=C2)F)F)F)N)=O)C(F)(F)F ((R)-7-[3-amino-4-(2,4,5-trifluoro-phenyl)-butyryl]-3-trifluoromethyl-5,6,7,8-tetrahydro-imidazo[1,5-a]pyrazine-1-carboxylic acid (2-methanesulfonyl-ethyl)-amide hydrochloride). RXN SMILES: C(OC(=O)[NH:7][C@H:8]([CH2:34][C:35]1[CH:40]=[C:39]([F:41])[C:38]([F:42])=[CH:37][C:36]=1[F:43])[CH2:9][C:10]([N:12]1[CH2:17][CH2:16][N:15]2[C:18]([C:30]([F:33])([F:32])[F:31])=[N:19][C:20]([C:21](=[O:29])[NH:22][CH2:23][CH2:24][S:25]([CH3:28])(=[O:27])=[O:26])=[C:14]2[CH2:13]1)=[O:11])(C)(C)C.[ClH:45]>C(OCC)(=O)C>[ClH:45].[CH3:28][S:25]([CH2:24][CH2:23][NH:22][C:21]([C:20]1[N:19]=[C:18]([C:30]([F:32])([F:31])[F:33])[N:15]2[CH2:16][CH2:17][N:12]([C:10](=[O:11])[CH2:9][C@H:8]([NH2:7])[CH2:34][C:35]3[CH:40]=[C:39]([F:41])[C:38]([F:42])=[CH:37][C:36]=3[F:43])[CH2:13][C:14]=12)=[O:29])(=[O:26])=[O:27] |f:3.4|. Procedure details: (R)-[3-[1-(2-Methanesulfonyl-ethylcarbamoyl)-3-trifluoromethyl-5,6-dihydro-8H-imidazo[1,5-a]pyrazin-7-yl]-3-oxo-1-(2,4,5-trifluoro-benzyl)-propyl]-carbamic acid tert-butyl ester 2b (0.06 g, 0.091 mmol) was dissolved in a little ethyl acetate. A solution of 3.1 N hydrochloric acid in 4 mL of ethyl acetate was then added to the solution. The reaction mixture was reacted at room temperature for 4 hours until thin lay chromatography showed the starting material disappeared, and was concentrated unde... Isolated yield 61.0%. As a reaction SMILES: [C@@H:1]1(N)[CH2:6][CH2:5][CH2:4][CH2:3][C@H:2]1N.[OH2:9].[CH:10]1[CH:15]=[CH:14][CH:13]=[CH:12][CH:11]=1.Cl.[CH2:17]([OH:19])[CH3:18]>>[C:1]1([C@H:18]([OH:9])[C@H:17]([C:10]2[CH:15]=[CH:14][CH:13]=[CH:12][CH:11]=2)[OH:19])[CH:6]=[CH:5][CH:4]=[CH:3][CH:2]=1. Procedure details: 0.874 g (7.65 mmol) of (1R,2R)-(-)-1,2-cyclohexanediamine of α!D20 =-36°-7° (c 4.14, H2O) and 1.63 g (7.61 mmol) of dl-threo-1,2-diphenyl-1,2-ethanediol were added to 7 ml of benzene and then heated/dissolved therein, and the solution was cooled to room temperature. Afterward, the precipitated crystals were collected by filtration and then recrystallized from 5 ml of benzene to obtain 0.765 g (2.33 mmol) of (1R,2R)-(-)-1,2-cyclohexanediamine·(1S,2S)-(-)-1,2-diphenyl-1,2-ethanediol complex. 1 ml ... Yields the product C1(=CC=CC=C1)[C@@H]([C@@H](O)C1=CC=CC=C1)O ((1S,2S)-(-)-1,2-diphenyl-1,2-ethanediol). Reaction conditions: time 30 minute. Reactants: [C@@H]1([C@@H](CCCC1)N)N ((1R,2R)-(-)-1,2-cyclohexanediamine), O (H2O), threo-1,2-diphenyl-1,2-ethanediol, C1=CC=CC=C1 (benzene), Cl (hydrochloric acid), C(C)O (ethanol).